This data is from the Open Reaction Database (ORD), a public repository of structured organic reaction records. The task is: describe an organic reaction: reactants, conditions, products, and yield The reactants are ClC1=C(C(=CC(=C1)Cl)Cl)N1N=C(C(C1=O)Br)NC(C1=CC(=CC=C1)NC(C(CC)OC1=C(C=C(C=C1)C(C)(C)CC)C(C)(C)CC)=O)=O (1-(2,4,6-trichlorophenyl)-3-{3-[2-(2,4-di-tert-amylphenoxy)butyramido]benzamido}-4-bromo-5-oxo-2-pyrazoline), C(C)(=O)NC=1C=NNC1 (4-acetamidopyrazole). Solvent: C(C)(=O)OCC (ethyl acetate). Reaction conditions: temperature 100 celsius. Yields the product C(C)(=O)NC=1C=NN(C1)C1C(=NN(C1=O)C1=C(C=C(C=C1Cl)Cl)Cl)NC(C1=CC(=CC=C1)NC(C(CC)OC1=C(C=C(C=C1)C(C)(C)CC)C(C)(C)CC)=O)=O (4-(4-Acetamido-1-pyrazolyl)-3-{3-[2-(2,4-di-tert-amylphenoxy)butyramido]benzamido}-1-(2,4,6-trichlorophenyl)-5-oxo-2-pyrazoline). Reaction SMILES: [Cl:1][C:2]1[CH:7]=[C:6]([Cl:8])[CH:5]=[C:4]([Cl:9])[C:3]=1[N:10]1[C:14](=[O:15])[CH:13](Br)[C:12]([NH:17][C:18](=[O:48])[C:19]2[CH:24]=[CH:23][CH:22]=[C:21]([NH:25][C:26](=[O:47])[CH:27]([O:30][C:31]3[CH:36]=[CH:35][C:34]([C:37]([CH2:40][CH3:41])([CH3:39])[CH3:38])=[CH:33][C:32]=3[C:42]([CH2:45][CH3:46])([CH3:44])[CH3:43])[CH2:28][CH3:29])[CH:20]=2)=[N:11]1.[C:49]([NH:52][C:53]1[CH:54]=[N:55][NH:56][CH:57]=1)(=[O:51])[CH3:50]>C(OCC)(=O)C>[C:49]([NH:52][C:53]1[CH:54]=[N:55][N:56]([CH:13]2[C:14](=[O:15])[N:10]([C:3]3[C:2]([Cl:1])=[CH:7][C:6]([Cl:8])=[CH:5][C:4]=3[Cl:9])[N:11]=[C:12]2[NH:17][C:18](=[O:48])[C:19]2[CH:24]=[CH:23][CH:22]=[C:21]([NH:25][C:26](=[O:47])[CH:27]([O:30][C:31]3[CH:36]=[CH:35][C:34]([C:37]([CH2:40][CH3:41])([CH3:39])[CH3:38])=[CH:33][C:32]=3[C:42]([CH2:45][CH3:46])([CH3:44])[CH3:43])[CH2:28][CH3:29])[CH:20]=2)[CH:57]=1)(=[O:51])[CH3:50]. Procedure details: 17.8 g of 1-(2,4,6-trichlorophenyl)-3-{3-[2-(2,4-di-tert-amylphenoxy)butyramido]benzamido}-4-bromo-5-oxo-2-pyrazoline and 10 g of 4-acetamidopyrazole were well mixed in a mortar and heated at 100° C. for 2 hours. To the reaction mixture, 200 cc of ethyl acetate was added and the mixture was washed several times with water. The ethyl acetate layer was dried with anhydrous sodium sulfate and concentrated. Upon crystallization of the residue from a solvent mixture of acetonitrile and ethyl acetate,... The reactants are O=C1CCC(=O)N1Br, O=C(OOC(=O)c1ccccc1)c1ccccc1, ClC(Cl)(Cl)Cl, COc1cc2ncnc(C)c2cc1OC, ClCCl. Product: COc1cc2ncnc(CBr)c2cc1OC. Reaction SMILES: [Br:16][N:17]1[C:18](=[O:19])[CH2:20][CH2:21][C:22]1=[O:23].[C:24]([O:25][O:26][C:27](=[O:28])[c:29]1[cH:30][cH:31][cH:32][cH:33][cH:34]1)(=[O:35])[c:36]1[cH:37][cH:38][cH:39][cH:40][cH:41]1.[C:42]([Cl:43])([Cl:44])([Cl:45])[Cl:46].[CH3:1][c:2]1[n:3][cH:4][n:5][c:6]2[cH:7][c:8]([O:14][CH3:15])[c:9]([O:12][CH3:13])[cH:10][c:11]12.[Cl:47][CH2:48][Cl:49]>>[CH2:1]([c:2]1[n:3][cH:4][n:5][c:6]2[cH:7][c:8]([O:14][CH3:15])[c:9]([O:12][CH3:13])[cH:10][c:11]12)[Br:16].